The task is: describe an organic reaction: reactants, conditions, products, and yield. This data is from the Open Reaction Database (ORD), a public repository of structured organic reaction records. Starting materials: Cl (hydrochloric acid), Cl (hydrochloric acid), [OH-].[Na+] (sodium hydroxide), C(C1=CC=CC=C1)(=O)CC(C1=CC=CC=C1)=O (dibenzoylmethane), C(C=C)(=O)OC (methyl acrylate), CC(C)([O-])C.[K+] (potassium t-butoxide), CN(C=O)C (N,N-dimethylformamide). Solvent: CO (methanol). Conditions: time 8 hour. The product is C1(=CC=CC=C1)C1=NOC(=C1CCC(=O)O)C1=CC=CC=C1 (3-[3,5-diphenyl-4-isoxazolyl]propionic acid). The yield is 33.0%. As a reaction SMILES: [C:1]([CH2:9][C:10](=O)[C:11]1[CH:16]=[CH:15][CH:14]=[CH:13][CH:12]=1)(=[O:8])[C:2]1[CH:7]=[CH:6][CH:5]=[CH:4][CH:3]=1.[C:18]([O:22]C)(=[O:21])[CH:19]=[CH2:20].CC(C)([O-])C.[K+].Cl.[OH-].[Na+].C[N:34](C)C=O>CO>[C:11]1([C:10]2[C:9]([CH2:20][CH2:19][C:18]([OH:22])=[O:21])=[C:1]([C:2]3[CH:7]=[CH:6][CH:5]=[CH:4][CH:3]=3)[O:8][N:34]=2)[CH:16]=[CH:15][CH:14]=[CH:13][CH:12]=1 |f:2.3,5.6|. Reported procedure: A mixture of dibenzoylmethane (4.48 g), methyl acrylate (1.8 ml), potassium t-butoxide (0.23 g) and N,N-dimethylformamide (40 ml) was stirred at room temperature overnight. The reaction mixture was poured into dilute hydrochloric acid, and the mixture was extracted with ethyl acetate. The ethyl acetate layer was washed with saturated brine, dried (MgSO4) and concentrated. The residue was subjected to silica gel column chromatography, and a colorless oil was obtained from a fraction eluted with e... Reaction SMILES: Br[C:2]1[CH:3]=[CH:4][C:5]2[C:11]3[S:12][C:13]([C:15]4[N:19]([CH:20]([CH3:22])[CH3:21])[C:18](=[O:23])[NH:17][N:16]=4)=[CH:14][C:10]=3[CH2:9][CH2:8][O:7][C:6]=2[CH:24]=1.[C:25]([Cu])#[N:26]>>[CH:20]([N:19]1[C:18](=[O:23])[NH:17][N:16]=[C:15]1[C:13]1[S:12][C:11]2[C:5]3[CH:4]=[CH:3][C:2]([C:25]#[N:26])=[CH:24][C:6]=3[O:7][CH2:8][CH2:9][C:10]=2[CH:14]=1)([CH3:22])[CH3:21]. Product: C(C)(C)N1C(=NNC1=O)C1=CC2=C(C3=C(OCC2)C=C(C=C3)C#N)S1 (2-(4-isopropyl-5-oxo-4,5-dihydro-1H-1,2,4-triazol-3-yl)-4,5-dihydrobenzo[b]thieno[2,3-d]oxepine-8-carbonitrile). Reported procedure: Following the procedure of Example 53, 3-(8-bromo-4,5-dihydrobenzo[b]thieno[2,3-d]oxepin-2-yl)-4-isopropyl-1H-1,2,4-triazol-5(4H)-one and CuCN were reacted to give 259. MS: (ESI+) 353.1 The reactants are BrC=1C=CC2=C(OCCC3=C2SC(=C3)C3=NNC(N3C(C)C)=O)C1 (3-(8-bromo-4,5-dihydrobenzo[b]thieno[2,3-d]oxepin-2-yl)-4-isopropyl-1H-1,2,4-triazol-5(4H)-one), C(#N)[Cu] (CuCN). The reactants are ClC1=C(CN(C(C=C2OC(OC2=O)(C)C)=O)OC)C=CC(=C1)F (N-(2-chloro-4-fluoro-benzyl)-2-(2,2-dimethyl-5-oxo-[1,3]dioxolan-4-ylidene)-N-methoxy-acetamide), CS(=O)(=O)N (methanesulfonamide), compound 22. Yields the product ClC1=C(CN(C(C=C(C(=O)NS(=O)(=O)C)O)=O)OC)C=CC(=C1)F (3-Hydroxy-4-methanesulfonylamino-4-oxo-but-2-enoic acid (2-chloro-4-fluoro-benzyl)-methoxy-amide). Isolated yield 45.8%. RXN SMILES: [Cl:1][C:2]1[CH:22]=[C:21]([F:23])[CH:20]=[CH:19][C:3]=1[CH2:4][N:5]([O:17][CH3:18])[C:6](=[O:16])[CH:7]=[C:8]1[C:12](=O)[O:11]C(C)(C)[O:9]1.[CH3:24][S:25]([NH2:28])(=[O:27])=[O:26]>>[Cl:1][C:2]1[CH:22]=[C:21]([F:23])[CH:20]=[CH:19][C:3]=1[CH2:4][N:5]([O:17][CH3:18])[C:6](=[O:16])[CH:7]=[C:8]([OH:9])[C:12]([NH:28][S:25]([CH3:24])(=[O:27])=[O:26])=[O:11]. Procedure: Reaction of N-(2-chloro-4-fluoro-benzyl)-2-(2,2-dimethyl-5-oxo-[1,3]dioxolan-4-ylidene)-N-methoxy-acetamide (0.175 g, 0.51 mmol) with methanesulfonamide (0.073 g, 0.77 mmol) as described in the preparation of compound 22 gave 0.089 g (45% yield) of the title amide as a white solid after crystallization from ethyl acetate-hexane; mp=144° C. (decomposition). 1H NMR (400 MHz, CDCl3) δ: 3.36 (3H, s, SO2CH3), 3.71 (3H, s, OCH3), 4.96 (2H, s, NCH2), 6.60 (1H, s, CH), 6.95-7.32 (3H, m, aromatics), 8.96...